From a dataset of the Open Reaction Database (ORD), a public repository of structured organic reaction records. describe an organic reaction: reactants, conditions, products, and yield Reaction SMILES: [CH3:44][C:45](=[O:46])[O-:47].[CH3:51][OH:52].[CH:1]1([CH2:4][n:5]2[c:6](=[O:42])[n:7]([CH2:34][c:35]3[c:36]([F:41])[cH:37][cH:38][cH:39][cH:40]3)[c:8](=[O:33])[c:9]3[nH:10][c:11]([CH2:14][c:15]4[cH:16][cH:17][c:18]([N:21]([C:22](=[O:23])[c:24]5[c:25]([CH3:31])[n:26][n:27]([CH3:30])[c:28]5[Cl:29])[CH3:32])[cH:19][cH:20]4)[n:12][c:13]23)[CH2:2][CH2:3]1.[Cl:48][CH2:49][Cl:50].[Na+:43]>>[CH:1]1([CH2:4][n:5]2[c:6](=[O:42])[n:7]([CH2:34][c:35]3[c:36]([F:41])[cH:37][cH:38][cH:39][cH:40]3)[c:8](=[O:33])[c:9]3[nH:10][c:11]([CH2:14][c:15]4[cH:16][cH:17][c:18]([N:21]([C:22](=[O:23])[c:24]5[c:25]([CH3:31])[n:26][n:27]([CH3:30])[cH:28]5)[CH3:32])[cH:19][cH:20]4)[n:12][c:13]23)[CH2:2][CH2:3]1. Product: Cc1nn(C)cc1C(=O)N(C)c1ccc(Cc2nc3c([nH]2)c(=O)n(Cc2ccccc2F)c(=O)n3CC2CC2)cc1. Starting materials: CC(=O)[O-], CO, Cc1nn(C)c(Cl)c1C(=O)N(C)c1ccc(Cc2nc3c([nH]2)c(=O)n(Cc2ccccc2F)c(=O)n3CC2CC2)cc1, ClCCl, [Na+]. The reactants are ClC(=O)N1C2=C(NC(C3=C1C=CC=C3)=O)C=CC=N2 (11-(chlorocarbonyl)-5,11-dihydro-6H-pyrido[2,3-b][1,4]benzodiazepin-6-one), N1(CCOCC1)CC1N(CCCC1)CCN (2-[2-[(morpholin-4-yl)methyl]-piperidin-l-yl]ethanamine). The solvent is C(C)#N (acetonitrile). Yields the product N1(CCOCC1)CC1N(CCCC1)CCNC(=O)N1C2=C(NC(C3=C1C=CC=C3)=O)C=CC=N2 (5,11-Dihydro-11-[[[2-[2-[(morpholin-4-yl)methyl]-piperidin-l-yl]ethyl]amino]carbonyl]-6H-pyrido[2,3-b][1,4]benzodiazepin-6-one). Isolated yield 30.0%. RXN SMILES: Cl[C:2]([N:4]1[C:10]2[CH:11]=[CH:12][CH:13]=[CH:14][C:9]=2[C:8](=[O:15])[NH:7][C:6]2[CH:16]=[CH:17][CH:18]=[N:19][C:5]1=2)=[O:3].[N:20]1([CH2:26][CH:27]2[CH2:32][CH2:31][CH2:30][CH2:29][N:28]2[CH2:33][CH2:34][NH2:35])[CH2:25][CH2:24][O:23][CH2:22][CH2:21]1>C(#N)C>[N:20]1([CH2:26][CH:27]2[CH2:32][CH2:31][CH2:30][CH2:29][N:28]2[CH2:33][CH2:34][NH:35][C:2]([N:4]2[C:10]3[CH:11]=[CH:12][CH:13]=[CH:14][C:9]=3[C:8](=[O:15])[NH:7][C:6]3[CH:16]=[CH:17][CH:18]=[N:19][C:5]2=3)=[O:3])[CH2:21][CH2:22][O:23][CH2:24][CH2:25]1. Procedure: Prepared analogously to Example 2 from 11-(chlorocarbonyl)-5,11-dihydro-6H-pyrido[2,3-b][1,4]benzodiazepin-6-one and 2-[2-[(morpholin-4-yl)methyl]-piperidin-l-yl]ethanamine in a yield of 30% of theory. Colourless crystals, m.p. 167° C. (acetonitrile using fuller's earth). Yields the product CCc1sc(C=O)cc1Cl. RXN SMILES: [CH2:1]([CH3:2])[c:3]1[cH:4][cH:5][c:6]([CH:8]=[O:9])[s:7]1.[CH3:19][N:20]([CH3:21])[CH:22]=[O:23].[Cl:10][N:11]1[C:12](=[O:13])[CH2:14][CH2:15][C:16]1=[O:17].[OH2:18]>>[CH2:1]([CH3:2])[c:3]1[c:4]([Cl:10])[cH:5][c:6]([CH:8]=[O:9])[s:7]1. Reactants: CCc1ccc(C=O)s1, CN(C)C=O, O=C1CCC(=O)N1Cl, O. Starting materials: Br, C1CCOC1, COCCn1ccsc1=N, CCOC(C)=O, CCN(C(C)C)C(C)C, COc1ccc(Cl)cc1C(=O)O. The product is COCCn1ccsc1=NC(=O)c1cc(Cl)ccc1OC. As a reaction SMILES: [BrH:1].[CH2:33]1[O:34][CH2:35][CH2:36][CH2:37]1.[CH3:2][O:3][CH2:4][CH2:5][n:6]1[c:7](=[NH:11])[s:8][cH:9][cH:10]1.[CH3:38][CH2:39][O:40][C:41](=[O:42])[CH3:43].[CH:24]([N:25]([CH2:26][CH3:27])[CH:28]([CH3:29])[CH3:30])([CH3:31])[CH3:32].[Cl:12][c:13]1[cH:14][cH:15][c:16]([O:22][CH3:23])[c:17]([C:18](=[O:19])[OH:20])[cH:21]1>>[CH3:2][O:3][CH2:4][CH2:5][n:6]1[c:7](=[N:11][C:18]([c:17]2[c:16]([O:22][CH3:23])[cH:15][cH:14][c:13]([Cl:12])[cH:21]2)=[O:19])[s:8][cH:9][cH:10]1. The reactants are Cc1ccccc1, CCOC(C)=O, Cl, O=C(c1ccc(F)cc1)C(F)(F)F, B1CCON1. Yields the product OC(c1ccc(F)cc1)C(F)(F)F. RXN SMILES: [CH3:1][c:2]1[cH:3][cH:4][cH:5][cH:6][cH:7]1.[CH3:27][CH2:28][O:29][C:30](=[O:31])[CH3:32].[ClH:21].[F:8][C:9]([C:10](=[O:11])[c:12]1[cH:13][cH:14][c:15]([F:18])[cH:16][cH:17]1)([F:19])[F:20].[O:22]1[CH2:23][CH2:24][BH:25][NH:26]1>>[F:8][C:9]([CH:10]([OH:11])[c:12]1[cH:13][cH:14][c:15]([F:18])[cH:16][cH:17]1)([F:19])[F:20]. The reactants are CCOC(=O)/N=N/C(=O)OCC (DEAD), NC1=CC=C(C=C1)C(C(F)(F)F)(C(F)(F)F)O (2-(4-amino-phenyl)-1,1,1,3,3,3-hexafluoro-propan-2-ol), C(C)(C)(C)OC(=O)N1C(CCC1)CO (2-hydroxymethyl-pyrrolidine-1-carboxylic acid tert-butyl ester), C1=CC=C(C=C1)P(C2=CC=CC=C2)C3=CC=CC=C3 (PPh3). The solvent is C1CCOC1 (THF). Run at time 5 hour. Yields the product C(C)(C)(C)OC(=O)N1C(CCC1)COC(C(F)(F)F)(C(F)(F)F)C1=CC=C(C=C1)N (2-[1-(4-amino-phenyl)-2,2,2-trifluoro-1-trifluoromethyl-ethoxymethyl]-pyrrolidine-1-carboxylic acid tert-butyl ester). RXN SMILES: [NH2:1][C:2]1[CH:7]=[CH:6][C:5]([C:8]([OH:17])([C:13]([F:16])([F:15])[F:14])[C:9]([F:12])([F:11])[F:10])=[CH:4][CH:3]=1.[C:18]([O:22][C:23]([N:25]1[CH2:29][CH2:28][CH2:27][CH:26]1[CH2:30]O)=[O:24])([CH3:21])([CH3:20])[CH3:19].C1C=CC(P(C2C=CC=CC=2)C2C=CC=CC=2)=CC=1.CCOC(/N=N/C(OCC)=O)=O>C1COCC1>[C:18]([O:22][C:23]([N:25]1[CH2:29][CH2:28][CH2:27][CH:26]1[CH2:30][O:17][C:8]([C:5]1[CH:4]=[CH:3][C:2]([NH2:1])=[CH:7][CH:6]=1)([C:9]([F:10])([F:11])[F:12])[C:13]([F:14])([F:15])[F:16])=[O:24])([CH3:21])([CH3:19])[CH3:20]. Reported procedure: To a mixture of 2-(4-amino-phenyl)-1,1,1,3,3,3-hexafluoro-propan-2-ol (1.30 g), 2-hydroxymethyl-pyrrolidine-1-carboxylic acid tert-butyl ester (1.00 g), PPh3 (1.56 g) and molecular sieves 4 Å in THF (100 mL) was added DEAD (0.93 mL) slowly. The reaction was stirred at RT for 5 h and at reflux for overnight. After filtration to remove solids, the filtrate was concentrated and the residue was taken into ether. The organic phase was washed with saturated NaHCO3 and brine. The organic layer was drie... Starting materials: [BH4-], O=C1CCC2(CC1)OCCO2, CC(C)O, N#CCC#N, [Na+]. The product is N#CC(C#N)C1CCC2(CC1)OCCO2. RXN SMILES: [BH4-:17].[CH2:1]1[CH2:2][O:3][C:4]2([CH2:5][CH2:6][C:7](=[O:10])[CH2:8][CH2:9]2)[O:11]1.[CH3:19][CH:20]([OH:21])[CH3:22].[N:12]#[C:13][CH2:14][C:15]#[N:16].[Na+:18]>>[CH2:1]1[CH2:2][O:3][C:4]2([CH2:5][CH2:6][CH:7]([CH:14]([C:13]#[N:12])[C:15]#[N:16])[CH2:8][CH2:9]2)[O:11]1. Reactants: C(C1=CC=CC=C1)OC(=O)NC1C(NC2=C(C(=N1)C)C=CC=C2C)=O ((3RS)-3-benzyloxycarbonylamino-5,9-dimethyl-2,3-dihydro-1H-1,4-benzodiazepin-2-one), ClC1=CC(=CC=C1)C(=O)OO (m-chloroperbenzoic acid). Run in C(Cl)Cl (methylene chloride). Yields the product C(C1=CC=CC=C1)OC(=O)NC1C(NC2=C(C(=[N+]1[O-])C)C=CC=C2C)=O ((3RS)-3-benzyloxycarbonylamino-5,9-dimethyl-2,3-dihydro-1H-1,4-benzodiazepin-2-one-4-oxide). Yield: 76.8%. Reaction SMILES: [CH2:1]([O:8][C:9]([NH:11][CH:12]1[N:18]=[C:17]([CH3:19])[C:16]2[CH:20]=[CH:21][CH:22]=[C:23]([CH3:24])[C:15]=2[NH:14][C:13]1=[O:25])=[O:10])[C:2]1[CH:7]=[CH:6][CH:5]=[CH:4][CH:3]=1.ClC1C=CC=C(C(OO)=[O:34])C=1>C(Cl)Cl>[CH2:1]([O:8][C:9]([NH:11][CH:12]1[N+:18]([O-:34])=[C:17]([CH3:19])[C:16]2[CH:20]=[CH:21][CH:22]=[C:23]([CH3:24])[C:15]=2[NH:14][C:13]1=[O:25])=[O:10])[C:2]1[CH:7]=[CH:6][CH:5]=[CH:4][CH:3]=1. Procedure details: To a suspension of (3RS)-3-benzyloxycarbonylamino-5,9-dimethyl-2,3-dihydro-1H-1,4-benzodiazepin-2-one (3.22 g) in methylene chloride (50 ml) was added m-chloroperbenzoic acid (2.50 g, 1.5 eq. mol) portionwise under stirring at ice-bath cooling. The mixture was stirred for 3 days at ambient temperatures. From the reaction mixture methylene chloride was removed in vacuo and to the residue was added an aqueous solution of sodium bicarbonate and stirred for several minutes. The mixture was extracted... The reactants are [Al+3].[Cl-].[Cl-].[Cl-] (AlCl3), B(Cl)(Cl)Cl (BCl3), ClCCCC#N (4-chlorobutyronitrile), NC1=CC=CC=C1 (aniline), O (water). Run in ClCCCl (1,2-dichloroethane). Run at temperature 35 celsius, time 1 hour. The product is NC1=C(C=CC=C1)C(CCCCl)=O (1-(o-aminophenyl)-4-Chloro-1-Butanone). Isolated yield 89.7%. RXN SMILES: B(Cl)(Cl)Cl.[Cl:5][CH2:6][CH2:7][CH2:8][C:9]#N.[NH2:11][C:12]1[CH:17]=[CH:16][CH:15]=[CH:14][CH:13]=1.[Al+3].[Cl-].[Cl-].[Cl-].[OH2:22]>ClCCCl>[NH2:11][C:12]1[CH:17]=[CH:16][CH:15]=[CH:14][C:13]=1[C:9](=[O:22])[CH2:8][CH2:7][CH2:6][Cl:5] |f:3.4.5.6|. Procedure: A mixture of BCl3 (59.2 g, 0.50 mole) in 1,2-dichloroethane is treated with 4-chlorobutyronitrile (62.5 g, 0.604 mole) over a 1 hour period at -8° to 0° C., stirred for 1 hour at 0° to 5° C., treated with aniline (45.1 g, 0.485 mole) over a 1 hour period at 2° to 9° C., stirred for 1 hour, and treated with AlCl3 (68.8 g, 0.515 mole) in a single portion at ambient temperatures. The reaction mixture is sparged with nitrogen at reflux temperature for about 17 hours. The heated and sparged reaction ... Reactants: [Al+3], C1CCOC1, [H-], [H-], [H-], [H-], [Li+], O=C1NC(=O)C2(CCC3(CC2)OCCO3)N1. Product: O=C1NCC2(CCC3(CC2)OCCO3)N1. Reaction SMILES: [Al+3:18].[CH2:23]1[O:24][CH2:25][CH2:26][CH2:27]1.[H-:17].[H-:20].[H-:21].[H-:22].[Li+:19].[NH:1]1[C:2](=[O:16])[NH:3][C:4](=[O:15])[C:5]12[CH2:6][CH2:7][C:8]1([O:9][CH2:10][CH2:11][O:12]1)[CH2:13][CH2:14]2>>[NH:1]1[C:2](=[O:16])[NH:3][CH2:4][C:5]12[CH2:6][CH2:7][C:8]1([O:9][CH2:10][CH2:11][O:12]1)[CH2:13][CH2:14]2.